From a dataset of the Open Reaction Database (ORD), a public repository of structured organic reaction records. describe an organic reaction: reactants, conditions, products, and yield Starting materials: FC=1C=NC(=NC1)N1CCNCC1 (5-fluoro-2-piperazinyl-pyrimidine), C(C)(=O)OCC1=CN=C(N1)C1=CC=CC=C1 (5-acetoxymethyl-2-phenyl-1H-imidazole), C1(=CC=CC=C1)C (toluene), C(C)O (ethanol). Reagents/catalysts: CN(C)C=1C=CN=CC1 (DMAP). The solvent is C(C)N(CC)CC (triethylamine), O (water). Run at temperature 52.5 celsius. Product: FC=1C=NC(=NC1)N1CCN(CC1)CC1=CN=C(N1)C1=CC=CC=C1 (5-Fluoro-2-[4-[(2-phenyl-1H-imidazol-5-yl)methyl]-1-piperazinyl]pyrimidine). Reaction SMILES: [F:1][C:2]1[CH:3]=[N:4][C:5]([N:8]2[CH2:13][CH2:12][NH:11][CH2:10][CH2:9]2)=[N:6][CH:7]=1.C(O[CH2:18][C:19]1[NH:23][C:22]([C:24]2[CH:29]=[CH:28][CH:27]=[CH:26][CH:25]=2)=[N:21][CH:20]=1)(=O)C.C1(C)C=CC=CC=1.C(O)C>CN(C1C=CN=CC=1)C.O.C(N(CC)CC)C>[F:1][C:2]1[CH:3]=[N:4][C:5]([N:8]2[CH2:9][CH2:10][N:11]([CH2:18][C:19]3[NH:23][C:22]([C:24]4[CH:25]=[CH:26][CH:27]=[CH:28][CH:29]=4)=[N:21][CH:20]=3)[CH2:12][CH2:13]2)=[N:6][CH:7]=1. Procedure details: Mix 5-fluoro-2-piperazinyl-pyrimidine (900 g), 5-acetoxymethyl-2-phenyl-1H-imidazole (1.17 Kg, 1.1 equivalents), DMAP (N,N-dimethylaminopyridine, 30 g), toluene (7.2 L), ethanol (1.8 L) and triethylamine (1.095 L) at 20-25° C., and heat the mixture with stirring at 50-55° C. until the reaction is complete (typically about 20-25 hours). Then add water (3.75 L) and cool the resulting suspension to 0-50° C. Filter off the product, wash it with water (6×1.4 L) and cold toluene (3×700 ml), and dry it... Reactants: CCN=C=NCCCN(C)C, CN(C)CCN, CCN(C(C)C)C(C)C, O=C(O)c1cc(Cl)ccn1, Cl, CN(C)C=O, O, O, On1nnc2ccccc21. The product is CN(C)CCNC(=O)c1cc(Cl)ccn1. RXN SMILES: [CH3:12][N:13]([CH3:14])[CH2:15][CH2:16][CH2:17][N:18]=[C:19]=[N:20][CH2:21][CH3:22].[CH3:34][N:35]([CH2:36][CH2:37][NH2:38])[CH3:39].[CH:40]([N:41]([CH2:42][CH3:43])[CH:44]([CH3:45])[CH3:46])([CH3:47])[CH3:48].[Cl:1][c:2]1[cH:3][c:4]([C:8](=[O:9])[OH:10])[n:5][cH:6][cH:7]1.[ClH:11].[O:49]=[CH:50][N:51]([CH3:52])[CH3:53].[OH2:23].[OH2:54].[OH:24][n:25]1[c:26]2[cH:27][cH:28][cH:29][cH:30][c:31]2[n:32][n:33]1>>[Cl:1][c:2]1[cH:3][c:4]([C:8](=[O:10])[NH:38][CH2:37][CH2:36][N:35]([CH3:34])[CH3:39])[n:5][cH:6][cH:7]1. Starting materials: FC1=C(C=CC=C1F)[C@](CF)(CC(C(F)(F)F)=O)N[S@](=O)C(C)(C)C ((R)-N-((S)-2-(2,3-difluorophenyl)-1,5,5,5-tetrafluoro-4-oxopentan-2-yl)-2-methylpropane-2-sulfinamide), [B-].[Na+] (sodium borohydrate). Run in CO (MeOH). Reaction conditions: time 10 minute. Product: FC1=C(C=CC=C1F)[C@](CF)(C[C@@H](C(F)(F)F)O)N[S@](=O)C(C)(C)C ((R)-N-((2S,4S)-2-(2,3-difluorophenyl)-1,5,5,5-tetrafluoro-4-hydroxypentan-2-yl)-2-methylpropane-2-sulfinamide). The yield is 49.5%. As a reaction SMILES: [F:1][C:2]1[C:7]([F:8])=[CH:6][CH:5]=[CH:4][C:3]=1[C@@:9]([NH:19][S@@:20]([C:22]([CH3:25])([CH3:24])[CH3:23])=[O:21])([CH2:12][C:13](=[O:18])[C:14]([F:17])([F:16])[F:15])[CH2:10][F:11].[B-].[Na+]>CO>[F:1][C:2]1[C:7]([F:8])=[CH:6][CH:5]=[CH:4][C:3]=1[C@@:9]([NH:19][S@@:20]([C:22]([CH3:25])([CH3:24])[CH3:23])=[O:21])([CH2:12][C@H:13]([OH:18])[C:14]([F:17])([F:15])[F:16])[CH2:10][F:11] |f:1.2|. Reported procedure: To a cooled (−15° C.) solution of (R)-N-((S)-2-(2,3-difluorophenyl)-1,5,5,5-tetrafluoro-4-oxopentan-2-yl)-2-methylpropane-2-sulfinamide (5.0 g, 12.84 mmol) in MeOH (20 mL) was added sodium borohydrate (0.729 g, 19.26 mmol). The resulting mixture was stirred at this temperature for 10 min. LCMS indicated reaction went to completion. The mixture was quenched with saturated NaHCO3, diluted with water and extracted with EtOAc (2×). The combined organics were washed with brine, dried over Na2SO4 and ... The reactants are OCC1(CC1)NC(OC(C)(C)C)=O (tert-butyl 1-(hydroxymethyl)cyclopropylcarbamate), [OH-].[K+] (KOH), BrCCCP(OCC)(OCC)=O (diethyl 3-bromopropylphosphonate). Reagents/catalysts: [Br-].C(CCC)[N+](CCCC)(CCCC)CCCC (tetrabutylammonium bromide). Solvent: C1CCOC1 (THF). Run at time 8 hour. Product: C(C)OP(=O)(OCC)CCCOCC1(CC1)NC(OC(C)(C)C)=O (tert-butyl 1-((3-(diethoxyphosphoryl)propoxy)methyl)cyclopropylcarbamate). Reaction SMILES: [OH:1][CH2:2][C:3]1([NH:6][C:7](=[O:13])[O:8][C:9]([CH3:12])([CH3:11])[CH3:10])[CH2:5][CH2:4]1.[OH-].[K+].Br[CH2:17][CH2:18][CH2:19][P:20](=[O:27])([O:24][CH2:25][CH3:26])[O:21][CH2:22][CH3:23]>C1COCC1.[Br-].C([N+](CCCC)(CCCC)CCCC)CCC>[CH2:25]([O:24][P:20]([CH2:19][CH2:18][CH2:17][O:1][CH2:2][C:3]1([NH:6][C:7](=[O:13])[O:8][C:9]([CH3:10])([CH3:12])[CH3:11])[CH2:4][CH2:5]1)([O:21][CH2:22][CH3:23])=[O:27])[CH3:26] |f:1.2,5.6|. Reported procedure: To a solution of tert-butyl 1-(hydroxymethyl)cyclopropylcarbamate (1 eq, from the previous step) in THF (0.1 M) at room temperature was added KOH (5 eq), tetrabutylammonium bromide (0.1 eq), and diethyl 3-bromopropylphosphonate (2 eq). The reaction was stirred at room temperature overnight. The mixture was concentrated en vaccuo and then taken up in DCM/water. The aqueous layer was extracted with DCM (2×). The combined organic layers were dried over anhydrous MgSO4, and concentrated en vaccuo. T... Starting materials: COC(=O)CO, CCc1cc2c(Cl)nc(SC)nc2n1Cc1cccc(Cl)c1, [H-], [Na+], c1ccccc1. Product: CCc1cc2c(OCC(=O)OC)nc(SC)nc2n1Cc1cccc(Cl)c1. As a reaction SMILES: [C:3]([CH2:4][OH:5])(=[O:6])[O:7][CH3:8].[CH3:9][S:10][c:11]1[n:12][c:13]([Cl:30])[c:14]2[c:15]([n:16]1)[n:17]([CH2:22][c:23]1[cH:24][c:25]([Cl:29])[cH:26][cH:27][cH:28]1)[c:18]([CH2:20][CH3:21])[cH:19]2.[H-:1].[Na+:2].[cH:31]1[cH:32][cH:33][cH:34][cH:35][cH:36]1>>[C:3]([CH2:4][O:5][c:13]1[n:12][c:11]([S:10][CH3:9])[n:16][c:15]2[c:14]1[cH:19][c:18]([CH2:20][CH3:21])[n:17]2[CH2:22][c:23]1[cH:24][c:25]([Cl:29])[cH:26][cH:27][cH:28]1)(=[O:6])[O:7][CH3:8]. The product is C(C1=CC=CC=C1)(=O)N1CCN(CC1)C(C(=O)C1=CNC2=C(N=CC(=C12)OC)C=1N=CC(=NC1)NC(C)=O)=O (1-(benzoyl)-4-[(4-methoxy-7-(2-acetylamino-pyrazin-5-yl)-6-azaindol-3-yl)-oxoacetyl]piperazine). Reported procedure: 1-(benzoyl)-4-[(4-methoxy-7-(2-amino-pyrazin-5-yl)-6-azaindol-3-yl)-oxoacetyl]piperazine (4 mg) and acetic anhydride (20 mg) were dissolved in pyridine (0.5 ml). The reaction was stiffed for three hours at room temperature. After reaction was quenched with MeOH (1 ml), solvents were concentrated to give a residue which was purified using a Shimadzu automated preparative HPLC System to provide 3.0 mg of the desired compound, 1-(benzoyl)-4-[(4-methoxy-7-(2-acetylamino-pyrazin-5-yl)-6-azaindol-3-yl... The solvent is N1=CC=CC=C1 (pyridine). As a reaction SMILES: [C:1]([N:9]1[CH2:14][CH2:13][N:12]([C:15](=[O:36])[C:16]([C:18]2[C:26]3[C:21](=[C:22]([C:29]4[N:30]=[CH:31][C:32]([NH2:35])=[N:33][CH:34]=4)[N:23]=[CH:24][C:25]=3[O:27][CH3:28])[NH:20][CH:19]=2)=[O:17])[CH2:11][CH2:10]1)(=[O:8])[C:2]1[CH:7]=[CH:6][CH:5]=[CH:4][CH:3]=1.[C:37](OC(=O)C)(=[O:39])[CH3:38]>N1C=CC=CC=1>[C:1]([N:9]1[CH2:14][CH2:13][N:12]([C:15](=[O:36])[C:16]([C:18]2[C:26]3[C:21](=[C:22]([C:29]4[N:30]=[CH:31][C:32]([NH:35][C:37](=[O:39])[CH3:38])=[N:33][CH:34]=4)[N:23]=[CH:24][C:25]=3[O:27][CH3:28])[NH:20][CH:19]=2)=[O:17])[CH2:11][CH2:10]1)(=[O:8])[C:2]1[CH:7]=[CH:6][CH:5]=[CH:4][CH:3]=1. Reaction conditions: time 3 hour. The yield is 69.0%. Starting materials: C(C1=CC=CC=C1)(=O)N1CCN(CC1)C(C(=O)C1=CNC2=C(N=CC(=C12)OC)C=1N=CC(=NC1)N)=O (1-(benzoyl)-4-[(4-methoxy-7-(2-amino-pyrazin-5-yl)-6-azaindol-3-yl)-oxoacetyl]piperazine), C(C)(=O)OC(C)=O (acetic anhydride). Starting materials: COc1cc(Nc2c(C#N)cnc3cc(-c4ccc(C=O)n4C)ccc23)c(Cl)cc1Cl, NCCS(=O)(=O)c1ccccc1. The product is COc1cc(Nc2c(C#N)cnc3cc(-c4ccc(CNCCS(=O)(=O)c5ccccc5)n4C)ccc23)c(Cl)cc1Cl. As a reaction SMILES: [Cl:1][c:2]1[c:3]([NH:4][c:5]2[c:6]([C:23]#[N:24])[cH:7][n:8][c:9]3[cH:10][c:11](-[c:15]4[n:16]([CH3:22])[c:17]([CH:20]=[O:21])[cH:18][cH:19]4)[cH:12][cH:13][c:14]23)[cH:25][c:26]([O:30][CH3:31])[c:27]([Cl:29])[cH:28]1.[c:32]1([S:38](=[O:39])(=[O:40])[CH2:41][CH2:42][NH2:43])[cH:33][cH:34][cH:35][cH:36][cH:37]1>>[Cl:1][c:2]1[c:3]([NH:4][c:5]2[c:6]([C:23]#[N:24])[cH:7][n:8][c:9]3[cH:10][c:11](-[c:15]4[n:16]([CH3:22])[c:17]([CH2:20][NH:43][CH2:42][CH2:41][S:38]([c:32]5[cH:33][cH:34][cH:35][cH:36][cH:37]5)(=[O:39])=[O:40])[cH:18][cH:19]4)[cH:12][cH:13][c:14]23)[cH:25][c:26]([O:30][CH3:31])[c:27]([Cl:29])[cH:28]1. Product: COc1ccc(S(=O)(=O)N2c3cc(F)ccc3-c3ccc(F)cc3C2C)cc1. RXN SMILES: [C:30](=[O:31])([O-:32])[O-:33].[CH2:42]([O:43][CH2:44][CH3:45])[CH3:46].[CH3:1][O:2][c:3]1[cH:4][cH:5][c:6]([S:9](=[O:10])(=[O:11])[NH:12][CH:13]([CH3:14])[c:15]2[c:16](-[c:22]3[c:23]([F:29])[cH:24][c:25]([F:28])[cH:26][cH:27]3)[cH:17][cH:18][c:19]([F:21])[cH:20]2)[cH:7][cH:8]1.[CH3:36][CH2:37][CH2:38][CH2:39][CH2:40][CH3:41].[CH3:47][N:48]([CH3:49])[CH:50]=[O:51].[K+:34].[K+:35]>>[CH3:1][O:2][c:3]1[cH:4][cH:5][c:6]([S:9](=[O:10])(=[O:11])[N:12]2[CH:13]([CH3:14])[c:15]3[c:16]([cH:17][cH:18][c:19]([F:21])[cH:20]3)-[c:22]3[c:23]2[cH:24][c:25]([F:28])[cH:26][cH:27]3)[cH:7][cH:8]1. The reactants are O=C([O-])[O-], CCOCC, COc1ccc(S(=O)(=O)NC(C)c2cc(F)ccc2-c2ccc(F)cc2F)cc1, CCCCCC, CN(C)C=O, [K+], [K+]. Reactants: CC1(CCC(C2=CC(=CC=C12)[N+](=O)[O-])(C)C)C (1,1,4,4-tetramethyl-6-nitro-1,2,3,4-tetrahydro-naphthalene), [N+](=O)(O)[O-] (HNO3), OS(=O)(=O)O (H2SO4), CC1(CCC(C2CC=CC=C12)(C)C)C (1,1,4,4-tetramethyltetrahydronaphtalene). The reagents and catalysts are [Fe] (iron). Solvent: C(C)(=O)O (acetic acid). Conditions: time 1 hour. Yields the product CC1(C=2C=CC(=CC2C(CC1)(C)C)N)C (5,5,8,8-Tetramethyl-5,6,7,8-tetrahydro-naphthalen-2-ylamine). Isolated yield 45.6%. As a reaction SMILES: [N+]([O-])(O)=O.OS(O)(=O)=O.CC1(C)C2C(CC=CC=2)C(C)(C)CC1.[CH3:24][C:25]1([CH3:40])[C:34]2[C:29](=[CH:30][C:31]([N+:35]([O-])=O)=[CH:32][CH:33]=2)[C:28]([CH3:39])([CH3:38])[CH2:27][CH2:26]1>C(O)(=O)C.[Fe]>[CH3:24][C:25]1([CH3:40])[CH2:26][CH2:27][C:28]([CH3:39])([CH3:38])[C:29]2[CH:30]=[C:31]([NH2:35])[CH:32]=[CH:33][C:34]1=2. Procedure: A mixture of HNO3 [63%] (0.94 mL) and H2SO4 (1.5 mL) was added to 1,1,4,4-tetramethyl-1,2,3,4-tetrahydro-naphthalene 5 (2.0 g, 10.6 mmol) at −10° C. and the reaction mixture was stirred for 1 h. The reaction mixture was poured into ice:water and the product was extracted with CH2Cl2. The organic layer was washed with NaOH (1N), H2O, brine, dried over MgSO4 to give after solvent evaporation 1,1,4,4-tetramethyl-6-nitro-1,2,3,4-tetrahydro-naphthalene (1.87 g, 76%). ref. Kagechika, H., Kawachi, E., ... Starting materials: C(C1=CC=CC=C1)NC1=C(C=NC=2N1N=CC2C(=O)OCC)C(=O)O (7-Benzylamino-3-ethoxycarbonylpyrazolo[1,5-a]pyrimidine-6-carboxylic acid), N1CCC2(CC1)CN(C1=CC=CC=C12)C(=O)OC(C)(C)C (tert-butyl spiro[indoline-3,4′-piperidine]-1-carboxylate). Yields the product C(C1=CC=CC=C1)NC1=C(C=NC=2N1N=CC2C(=O)OCC)C(=O)N2CCC1(CC2)CN(C2=CC=CC=C21)C(=O)OC(C)(C)C (7-Benzylamino-6-(1-(tert-butoxycarbonyl)spiro[indoline-3,4′-piperidine]-1′-ylcarbonyl)-3-ethoxycarbonylpyrazolo[1,5-a]pyrimidine). Yield: 79.3%. RXN SMILES: [CH2:1]([NH:8][C:9]1[N:14]2[N:15]=[CH:16][C:17]([C:18]([O:20][CH2:21][CH3:22])=[O:19])=[C:13]2[N:12]=[CH:11][C:10]=1[C:23](O)=[O:24])[C:2]1[CH:7]=[CH:6][CH:5]=[CH:4][CH:3]=1.[NH:26]1[CH2:31][CH2:30][C:29]2([C:39]3[C:34](=[CH:35][CH:36]=[CH:37][CH:38]=3)[N:33]([C:40]([O:42][C:43]([CH3:46])([CH3:45])[CH3:44])=[O:41])[CH2:32]2)[CH2:28][CH2:27]1>>[CH2:1]([NH:8][C:9]1[N:14]2[N:15]=[CH:16][C:17]([C:18]([O:20][CH2:21][CH3:22])=[O:19])=[C:13]2[N:12]=[CH:11][C:10]=1[C:23]([N:26]1[CH2:27][CH2:28][C:29]2([C:39]3[C:34](=[CH:35][CH:36]=[CH:37][CH:38]=3)[N:33]([C:40]([O:42][C:43]([CH3:46])([CH3:45])[CH3:44])=[O:41])[CH2:32]2)[CH2:30][CH2:31]1)=[O:24])[C:2]1[CH:7]=[CH:6][CH:5]=[CH:4][CH:3]=1. Procedure: In the same manner as in Example 21, step 5 and using 7-benzylamino-3-ethoxycarbonylpyrazolo[1,5-a]pyrimidine-6-carboxylic acid (0.363 g, 1.07 mmol) obtained in Example 21, step 4 and tert-butyl spiro[indoline-3,4′-piperidine]-1-carboxylate (0.370 g, 1.28 mmmol) obtained in Reference Example 8, the title compound (0.518 g, 79%) was obtained.